This data is from the Open Reaction Database (ORD), a public repository of structured organic reaction records. The task is: describe an organic reaction: reactants, conditions, products, and yield Reactants: ClCCl, COC(=O)c1ccc(C(O)C2CCCC3=Cc4c(-c5ccc(F)cc5)ncn4CC32C)s1, c1ccncc1. The product is COC(=O)c1ccc(C(=O)C2CCCC3=Cc4c(-c5ccc(F)cc5)ncn4CC32C)s1. Reaction SMILES: [CH2:39]([Cl:40])[Cl:41].[F:1][c:2]1[cH:3][cH:4][c:5](-[c:8]2[n:9][cH:10][n:11]3[c:20]2[CH:19]=[C:18]2[C:13]([CH3:32])([CH2:12]3)[CH:14]([CH:21]([c:22]3[cH:23][cH:24][c:25]([C:27](=[O:28])[O:29][CH3:30])[s:26]3)[OH:31])[CH2:15][CH2:16][CH2:17]2)[cH:6][cH:7]1.[cH:33]1[cH:34][cH:35][n:36][cH:37][cH:38]1>>[F:1][c:2]1[cH:3][cH:4][c:5](-[c:8]2[n:9][cH:10][n:11]3[c:20]2[CH:19]=[C:18]2[C:13]([CH3:32])([CH2:12]3)[CH:14]([C:21]([c:22]3[cH:23][cH:24][c:25]([C:27](=[O:28])[O:29][CH3:30])[s:26]3)=[O:31])[CH2:15][CH2:16][CH2:17]2)[cH:6][cH:7]1. Starting materials: COc1ccc(-c2n[nH]c3c(F)cccc23)cc1, [H-], CC(C)I, [Na+]. Product: COc1ccc(-c2nn(C(C)C)c3c(F)cccc23)cc1. As a reaction SMILES: [F:1][c:2]1[cH:3][cH:4][cH:5][c:6]2[c:7](-[c:11]3[cH:12][cH:13][c:14]([O:17][CH3:18])[cH:15][cH:16]3)[n:8][nH:9][c:10]12.[H-:19].[I:21][CH:22]([CH3:23])[CH3:24].[Na+:20]>>[F:1][c:2]1[cH:3][cH:4][cH:5][c:6]2[c:7](-[c:11]3[cH:12][cH:13][c:14]([O:17][CH3:18])[cH:15][cH:16]3)[n:8][n:9]([CH:22]([CH3:23])[CH3:24])[c:10]12. Reactants: dipalladium, C([O-])([O-])=O.[K+].[K+] (potassium carbonate), CC1(OB(OC1(C)C)C1=CC=C(C=C1)N1N=CC=C1)C (1-[4-(4,4,5,5-tetramethyl-1,3,2-dioxaborolan-2-yl)phenyl]-1H-pyrazole), IC1=CC(N(C=C1)CC[C@](C(=O)NOC1OCCCC1)(S(=O)(=O)C)C)=O ((2R)-4-(4-iodo-2-oxopyridin-1(2H)-yl)-2-methyl-2-(methylsulfonyl)-N-(tetrahydro-2H-pyran-2-yloxy)butanamide), 2B. Solvent: COCCOC.CO (1,2-dimethoxyethane methanol), C(C)(=O)OCC (ethyl acetate). Run at temperature 80 celsius, time 8 hour. Product: C[C@](C(=O)NOC1OCCCC1)(CCN1C(C=C(C=C1)C1=CC=C(C=C1)N1N=CC=C1)=O)S(=O)(=O)C ((2R)-2-methyl-2-(methylsulfonyl)-4-{2-oxo-4-[4-(1H-pyrazol-1-yl)phenyl]pyridin-1 (2H)-yl}-N-(tetrahydro-2H-pyran-2-yloxy)butanamide). Yield: 23.0%. Reaction SMILES: C(=O)([O-])[O-].[K+].[K+].CC1(C)C(C)(C)OB([C:15]2[CH:20]=[CH:19][C:18]([N:21]3[CH:25]=[CH:24][CH:23]=[N:22]3)=[CH:17][CH:16]=2)O1.I[C:28]1[CH:33]=[CH:32][N:31]([CH2:34][CH2:35][C@@:36]([CH3:51])([S:47]([CH3:50])(=[O:49])=[O:48])[C:37]([NH:39][O:40][CH:41]2[CH2:46][CH2:45][CH2:44][CH2:43][O:42]2)=[O:38])[C:30](=[O:52])[CH:29]=1>COCCOC.CO.C(OCC)(=O)C>[CH3:51][C@@:36]([S:47]([CH3:50])(=[O:48])=[O:49])([CH2:35][CH2:34][N:31]1[CH:32]=[CH:33][C:28]([C:15]2[CH:16]=[CH:17][C:18]([N:21]3[CH:25]=[CH:24][CH:23]=[N:22]3)=[CH:19][CH:20]=2)=[CH:29][C:30]1=[O:52])[C:37]([NH:39][O:40][CH:41]1[CH2:46][CH2:45][CH2:44][CH2:43][O:42]1)=[O:38] |f:0.1.2,5.6|. Procedure details: Trisdibenzylidine dipalladium (29 mg, 0.049 mmol) was added to a mixture of potassium carbonate (343 mg, 2.46 mmol), 1-[4-(4,4,5,5-tetramethyl-1,3,2-dioxaborolan-2-yl)phenyl]-1H-pyrazole (133 mg, 0.49 mmol) and (2R)-4-(4-iodo-2-oxopyridin-1(2H)-yl)-2-methyl-2-(methylsulfonyl)-N-(tetrahydro-2H-pyran-2-yloxy)butanamide (245 mg, 0.49 mmol), which may be synthesized as described in Preparation 2B in 1,2-dimethoxyethane-methanol (5.0 mL, 1:1). The reaction was heated to 80° C. and allowed to stir ove... The reactants are C(#N)C=1C=C2C(=CNC2=CC1)CCCCN1CCN(CC1)C=1C=CC2=C(C=C(O2)C(N)=O)C1 (1-[4-(5-Cyanoindol-3-yl)butyl]-4-(2-carbamoyl-benzofuran-5-yl)-piperazine), Cl (HCl), C(C)(C)O (isopropanol), CC(=O)O (AcOH). Run in C(C1=CC=CC=C1)O (benzyl alcohol). Conditions: temperature 22.5 celsius, time 20 hour. Product: Cl.C(#N)C=1C=C2C(=CNC2=CC1)CCCCN1CCN(CC1)C=1C=CC2=C(C=C(O2)C(N)=O)C1 (1-[4-(5-cyanoindol-3-yl)butyl]-4-(2-carbamoyl-benzofuran-5-yl)-piperazine hydrochloride), C(C1=CC=CC=C1)O (benzyl alcohol). As a reaction SMILES: [C:1]([C:3]1[CH:4]=[C:5]2[C:9](=[CH:10][CH:11]=1)[NH:8][CH:7]=[C:6]2[CH2:12][CH2:13][CH2:14][CH2:15][N:16]1[CH2:21][CH2:20][N:19]([C:22]2[CH:23]=[CH:24][C:25]3[O:29][C:28]([C:30](=[O:32])[NH2:31])=[CH:27][C:26]=3[CH:33]=2)[CH2:18][CH2:17]1)#[N:2].[CH3:34][C:35]([OH:37])=O.[ClH:38].C(O)(C)C>C(O)C1C=CC=CC=1>[ClH:38].[C:1]([C:3]1[CH:4]=[C:5]2[C:9](=[CH:10][CH:11]=1)[NH:8][CH:7]=[C:6]2[CH2:12][CH2:13][CH2:14][CH2:15][N:16]1[CH2:17][CH2:18][N:19]([C:22]2[CH:23]=[CH:24][C:25]3[O:29][C:28]([C:30](=[O:32])[NH2:31])=[CH:27][C:26]=3[CH:33]=2)[CH2:20][CH2:21]1)#[N:2].[CH2:35]([OH:37])[C:34]1[CH:5]=[CH:4][CH:3]=[CH:11][CH:10]=1 |f:5.6|. Procedure details: 1-[4-(5-Cyanoindol-3-yl)butyl]-4-(2-carbamoyl-benzofuran-5-yl)-piperazine (1 g) was dissolved in a 1:1 mixture of benzyl alcohol:AcOH (6 ml) under inert gas atmosphere and heated to 45° C. To the clear solution was added HCl in isopropanol (0.83 g, 1.2 eq) and the mixture was gradually cooled to 20-25° C. The resulting suspension was stirred for about 20 h. The suspension was heated to 35° C. and maintained for 3 h. The solid was filtered, washed with MTBE (2×5 ml) and dried at 65° C. to afford ... Reactants: C(C1=CC=CC=C1)OC=1C=C(C=CC1)C(C(C(=O)OCC)CC1=CC(=CC=C1)OC(C(F)F)(F)F)=O (ethyl 3-[3-(benzyloxy)phenyl]-3-oxo-2-[3-(1,1,2,2-tetrafluoroethoxy)-benzyl]propanoate), O (water), Cl (hydrochloric acid), [BH4-].[Na+] (sodium borohydride). The reagents and catalysts are [Cl-].[Zn+2].[Cl-] (zinc chloride). The solvent is C(C)OCC (diethyl ether), C(C)OCC (diethyl ether). Reaction conditions: time 30 minute. The product is C(C1=CC=CC=C1)OC=1C=C(C=CC1)C(C(C(=O)OCC)CC1=CC(=CC=C1)OC(C(F)F)(F)F)O (ethyl (2RS,3RS)-3-[3-(benzyloxy)phenyl]-3-hydroxy-2-[3-(1,1,2,2-tetrafluoroethoxy)benzyl]propanoate). RXN SMILES: [BH4-].[Na+].[CH2:3]([O:10][C:11]1[CH:12]=[C:13]([C:17](=[O:38])[CH:18]([CH2:24][C:25]2[CH:30]=[CH:29][CH:28]=[C:27]([O:31][C:32]([F:37])([F:36])[CH:33]([F:35])[F:34])[CH:26]=2)[C:19]([O:21][CH2:22][CH3:23])=[O:20])[CH:14]=[CH:15][CH:16]=1)[C:4]1[CH:9]=[CH:8][CH:7]=[CH:6][CH:5]=1.Cl.O>C(OCC)C.[Cl-].[Zn+2].[Cl-]>[CH2:3]([O:10][C:11]1[CH:12]=[C:13]([CH:17]([OH:38])[CH:18]([CH2:24][C:25]2[CH:30]=[CH:29][CH:28]=[C:27]([O:31][C:32]([F:36])([F:37])[CH:33]([F:34])[F:35])[CH:26]=2)[C:19]([O:21][CH2:22][CH3:23])=[O:20])[CH:14]=[CH:15][CH:16]=1)[C:4]1[CH:5]=[CH:6][CH:7]=[CH:8][CH:9]=1 |f:0.1,6.7.8|. Reported procedure: To a solution of zinc chloride (9.14 g, 67.0 mmol) in diethyl ether (100 ml) was added sodium borohydride (5.07 g, 134 mmol), and the mixture was stirred at room temperature for 30 min. Insoluble material was filtered off, and to the filtrate was added a solution of ethyl 3-[3-(benzyloxy)phenyl]-3-oxo-2-[3-(1,1,2,2-tetrafluoroethoxy)-benzyl]propanoate (19.0 g, 33.5 mmol) in diethyl ether (200 ml) at 0° C. The mixture was stirred for 30 min. and 1N hydrochloric acid was added to stop the reaction...